From a dataset of the Open Reaction Database (ORD), a public repository of structured organic reaction records. describe an organic reaction: reactants, conditions, products, and yield The reactants are Cl (hydrochloric acid), O=[O+][O-] (Ozone), CS(=O)(=O)C(CC=C)C1=C2N=C(C(=NC2=CC(=C1Cl)Cl)OC)OC (1-(6,7-dichloro-2,3-dimethoxyquinoxalin-5-yl)-3-butenyl methyl sulphone), [BH4-].[Na+] (sodium borohydride). Run in ClCCl (dichloromethane). Reaction conditions: time 5 minute. The product is CS(=O)(=O)C(CCO)C1=C2N=C(C(=NC2=CC(=C1Cl)Cl)OC)OC (1-(6,7-dichloro-2,3-dimethoxyquinoxalin-5-yl)-3-hydroxypropyl methyl sulphone). The yield is 70.0%. Reaction SMILES: [O:1]=[O+][O-].[CH3:4][S:5]([CH:8]([C:12]1[C:21]([Cl:22])=[C:20]([Cl:23])[CH:19]=[C:18]2[C:13]=1[N:14]=[C:15]([O:26][CH3:27])[C:16]([O:24][CH3:25])=[N:17]2)[CH2:9][CH:10]=C)(=[O:7])=[O:6].[BH4-].[Na+].Cl>ClCCl>[CH3:4][S:5]([CH:8]([C:12]1[C:21]([Cl:22])=[C:20]([Cl:23])[CH:19]=[C:18]2[C:13]=1[N:14]=[C:15]([O:26][CH3:27])[C:16]([O:24][CH3:25])=[N:17]2)[CH2:9][CH2:10][OH:1])(=[O:7])=[O:6] |f:2.3|. Procedure details: Ozone was bubbled through a solution of 1-(6,7-dichloro-2,3-dimethoxyquinoxalin-5-yl)-3-butenyl methyl sulphone (50 mg, 0.128 mmol) [Example 93(a)] in dry dichloromethane (1.3 ml) at -78° C. until a blue colour developed. The mixture was stirred for 5 minutes and was then purged with a stream of oxygen and then nitrogen. Methanol (1.3 ml) was added and the mixture allowed to equilibrate at -78° C. before sodium borohydride (12 mg, 0.319 mmol) was added in two portions. The mixture was stirred fo...